Task: describe an organic reaction: reactants, conditions, products, and yield. Dataset: the Open Reaction Database (ORD), a public repository of structured organic reaction records Starting materials: CC(C)(C)[Si](OCCOCC(O)C(=O)Nc1ccc(Cl)cn1)(c1ccccc1)c1ccccc1, C1CCOC1, Cc1ccccc1-n1nnc2c(Cl)ncnc21, [H-], [Na+], O=C(O)CC(O)(CC(=O)O)C(=O)O. The product is Cc1ccccc1-n1nnc2c(OC(COCCO[Si](c3ccccc3)(c3ccccc3)C(C)(C)C)C(=O)Nc3ccc(Cl)cn3)ncnc21. RXN SMILES: [C:3]([CH3:4])([CH3:5])([CH3:6])[Si:7]([O:8][CH2:9][CH2:10][O:11][CH2:12][CH:13]([C:14](=[O:15])[NH:16][c:17]1[n:18][cH:19][c:20]([Cl:23])[cH:21][cH:22]1)[OH:24])([c:25]1[cH:26][cH:27][cH:28][cH:29][cH:30]1)[c:31]1[cH:32][cH:33][cH:34][cH:35][cH:36]1.[CH2:67]1[O:68][CH2:69][CH2:70][CH2:71]1.[Cl:37][c:38]1[c:39]2[c:40]([n:41][cH:42][n:43]1)[n:44](-[c:47]1[c:48]([CH3:53])[cH:49][cH:50][cH:51][cH:52]1)[n:45][n:46]2.[H-:1].[Na+:2].[OH:54][C:55]([CH2:56][C:57]([C:58](=[O:59])[OH:60])([CH2:61][C:62](=[O:63])[OH:64])[OH:65])=[O:66]>>[C:3]([CH3:4])([CH3:5])([CH3:6])[Si:7]([O:8][CH2:9][CH2:10][O:11][CH2:12][CH:13]([C:14](=[O:15])[NH:16][c:17]1[n:18][cH:19][c:20]([Cl:23])[cH:21][cH:22]1)[O:24][c:38]1[c:39]2[c:40]([n:41][cH:42][n:43]1)[n:44](-[c:47]1[c:48]([CH3:53])[cH:49][cH:50][cH:51][cH:52]1)[n:45][n:46]2)([c:25]1[cH:26][cH:27][cH:28][cH:29][cH:30]1)[c:31]1[cH:32][cH:33][cH:34][cH:35][cH:36]1. As a reaction SMILES: C[N:2]([CH3:16])[CH:3]=[CH:4][C:5]([C:7]1[CH:12]=[CH:11][CH:10]=[C:9]([N+:13]([O-:15])=[O:14])[CH:8]=1)=O.N[C:18]1[C:22]([C:23]#[N:24])=C[NH:20][N:19]=1>C(O)(=O)C>[N+:13]([C:9]1[CH:8]=[C:7]([C:5]2[N:20]3[N:19]=[CH:18][C:22]([C:23]#[N:24])=[C:16]3[N:2]=[CH:3][CH:4]=2)[CH:12]=[CH:11][CH:10]=1)([O-:15])=[O:14]. Yields the product [N+](=O)([O-])C=1C=C(C=CC1)C1=CC=NC=2N1N=CC2C#N (7-(3-Nitrophenyl)pyrazolo[1,5-a]pyrimidine-3-carbonitrile). Procedure details: A mixture of 24.4 g of 3-dimethylamino-3'-nitroacrylophenone, 13.0 g of 3-aminopyrazole-4-carbonitrile and 120 ml of glacial acetic acid was heated at reflux for 7 hours, then was stirred at room temperature for 16 hours. The precipitate was collected, triturated with saturated aqueous sodium bicarbonate, filtered and washed with water. The solid was then triturated with acetonitrile, filtered and dried and gave the desired product, mp 244°-246° C. Solvent: C(C)(=O)O (acetic acid). Starting materials: CN(C=CC(=O)C1=CC(=CC=C1)[N+](=O)[O-])C (3-dimethylamino-3'-nitroacrylophenone), NC1=NNC=C1C#N (3-aminopyrazole-4-carbonitrile). Conditions: time 16 hour. The reactants are [OH-].[K+] (potassium hydroxide), ClC1=C(N)C(=CC(=C1)Cl)[N+](=O)[O-] (2,4-dichloro-6-nitroaniline), Cl[Sn]Cl (SnCl2), Cl (Hydrochloric acid). Product: NC1=C(C(=CC(=C1)Cl)Cl)N (1,2-diamino-3,5-dichlorobenzene). Yield: 94.1%. RXN SMILES: [Cl:1][C:2]1[CH:8]=[C:7]([Cl:9])[CH:6]=[C:5]([N+:10]([O-])=O)[C:3]=1[NH2:4].Cl[Sn]Cl.Cl.[OH-].[K+]>>[NH2:10][C:5]1[CH:6]=[C:7]([Cl:9])[CH:8]=[C:2]([Cl:1])[C:3]=1[NH2:4] |f:3.4|. Reported procedure: A mixture of 2,4-dichloro-6-nitroaniline (7.7 g, 37.2 mmol) and SnCl2 (21.6 g, 111.6 mmol) were mechanically stirred under a nitrogen atmosphere. Hydrochloric acid (38.5 ml) was added and the mixture was warmed at 75°-80° C. for 2 h. The mixture was cooled (ice bath) and neutralized (pH=9) with 50% potassium hydroxide solution followed by extraction with ether (3×150 ml). The combined organic extracts was dried over sodium hydroxide pellets and filtered. The solvent was evaporated leaving 6.2 g ... Starting materials: CC1(CCCCC1)C=1C=C(C=CC1OC)/C(=C/C1=CC=C(C(=O)O)C=C1)/C (4-[(E)-2-(3-(1-methylcyclohexyl)-4-methoxyphenyl)propenyl]benzoic acid), [H-].[Al+3].[Li+].[H-].[H-].[H-] (lithium aluminium hydride), [Cl-].[NH4+] (ammoniumchloride). Product: C(C)(C)(C)C=1C=C(C=CC1OC)/C(=C/C1=CC=C(C=C1)CO)/C (4-[(E)-2-(3-tert-butyl-4-methoxyphenyl)propenyl]phenylcarbinol). Reaction SMILES: [CH3:1][C:2]1([C:8]2[CH:9]=[C:10](/[C:16](/[CH3:27])=[CH:17]/[C:18]3[CH:26]=[CH:25][C:21]([C:22](O)=[O:23])=[CH:20][CH:19]=3)[CH:11]=[CH:12][C:13]=2[O:14][CH3:15])[CH2:7]CCC[CH2:3]1.[H-].[Al+3].[Li+].[H-].[H-].[H-].[Cl-].[NH4+]>>[C:2]([C:8]1[CH:9]=[C:10](/[C:16](/[CH3:27])=[CH:17]/[C:18]2[CH:26]=[CH:25][C:21]([CH2:22][OH:23])=[CH:20][CH:19]=2)[CH:11]=[CH:12][C:13]=1[O:14][CH3:15])([CH3:7])([CH3:1])[CH3:3] |f:1.2.3.4.5.6,7.8|. Procedure details: 1.41 g (4.35 mmol) of the acid obtained in Example 29 are treated with 330 mg of lithium aluminium hydride. The reaction mixture is refluxed for 2 h 30 min and it is then treated with a saturated ammoniumchloride solution and then extracted with 300 ml of ether. After drying and evaporation of the organic phase, the residue is recrystallized from hexane to give 1.21 g (90%) of the expected derivative which melts at 88°-90° C. Reactants: C(C1=CC=CC=C1)NC1CCCC2=C(C1)C=C(C=C2)O (8-benzylamino-6,7,8,9-tetrahydro-5H-benzocyclohepten-2-ol), C(O)([O-])=O.[Na+] (sodium hydrogencarbonate), [H-].[Na+] (sodium hydride), CCCBr (n-propyl bromide). Solvent: CN(C=O)C (N,N-dimethylformamide), CN(C=O)C (N,N-dimethylformamide). Run at time 30 minute. The product is C(C1=CC=CC=C1)NC1CC2=C(CCC1)C=CC(=C2)OC(C)C (N-benzyl-(3-isopropoxy-6,7,8,9-tetrahydro-5H-benzocyclohepten-6-yl)amine). Reaction SMILES: [H-].[Na+].[CH2:3]([NH:10][CH:11]1[CH2:17][C:16]2[CH:18]=[C:19]([OH:22])[CH:20]=[CH:21][C:15]=2[CH2:14][CH2:13][CH2:12]1)[C:4]1[CH:9]=[CH:8][CH:7]=[CH:6][CH:5]=1.[CH3:23][CH2:24][CH2:25]Br.C(=O)([O-])O.[Na+]>CN(C)C=O>[CH2:3]([NH:10][CH:11]1[CH2:12][CH2:13][CH2:14][C:15]2[CH:21]=[CH:20][C:19]([O:22][CH:24]([CH3:25])[CH3:23])=[CH:18][C:16]=2[CH2:17]1)[C:4]1[CH:5]=[CH:6][CH:7]=[CH:8][CH:9]=1 |f:0.1,4.5|. Reported procedure: Under nitrogen, to a suspension of sodium hydride (60% in oil, 47 mg) in N,N-dimethylformamide (3 ml) was dropwise added 8-benzylamino-6,7,8,9-tetrahydro-5H-benzocyclohepten-2-ol (300 mg) in N,N-dimethylformamide (2 ml) at 5° C., and the mixture was stirred at the same temperature for 30 minutes. To this one was added n-propyl bromide (0.10 ml), and the mixture was stirred at the same temperature for 3 hours. The resulting mixture was poured into saturated aqueous sodium hydrogencarbonate, and e...